Dataset: the Open Reaction Database (ORD), a public repository of structured organic reaction records. Task: describe an organic reaction: reactants, conditions, products, and yield The reactants are CCCC(=O)c1cnc2c(O)cccc2c1Nc1ccccc1C, CCO, CN(CCCCl)CCCc1ccccc1, Cl, [Na], Oc1ccc2ccccc2n1. Yields the product CCCC(=O)c1cnc2c(OCCCN(C)CCCc3ccccc3)cccc2c1Nc1ccccc1C. RXN SMILES: [C:1]([CH2:2][CH2:3][CH3:4])(=[O:5])[c:6]1[cH:7][n:8][c:9]2[c:10]([OH:24])[cH:11][cH:12][cH:13][c:14]2[c:15]1[NH:16][c:17]1[c:18]([CH3:23])[cH:19][cH:20][cH:21][cH:22]1.[CH3:53][CH2:54][OH:55].[Cl:38][CH2:39][CH2:40][CH2:41][N:42]([CH2:43][CH2:44][CH2:45][c:46]1[cH:47][cH:48][cH:49][cH:50][cH:51]1)[CH3:52].[ClH:37].[Na:25].[OH:26][c:27]1[cH:28][cH:29][c:30]2[c:31]([cH:32][cH:33][cH:34][cH:35]2)[n:36]1>>[C:1]([CH2:2][CH2:3][CH3:4])(=[O:5])[c:6]1[cH:7][n:8][c:9]2[c:10]([O:24][CH2:39][CH2:40][CH2:41][N:42]([CH2:43][CH2:44][CH2:45][c:46]3[cH:47][cH:48][cH:49][cH:50][cH:51]3)[CH3:52])[cH:11][cH:12][cH:13][c:14]2[c:15]1[NH:16][c:17]1[c:18]([CH3:23])[cH:19][cH:20][cH:21][cH:22]1. The reactants are [N+](=O)([O-])C1=C(C=O)C=CC=C1 (2-Nitrobenzaldehyde), NC1=C(C=CC=C1N)C (2,3-Diaminotoluene). The reagents and catalysts are CC(=O)[O-].CC(=O)[O-].[Cu+2].O (Cu(OAc)2.H2O). The solvent is CO (MeOH), O (water), Cl (HCl), CO.O (MeOH H2O), C(C)(=O)O (acetic acid), CCO (EtOH), O (water), O (H2O). Product: CC1=CC=CC=2N=C(NC21)C2=C(C=CC=C2)[N+](=O)[O-] (4-methyl-2-(2-nitrophenyl)-benzimidazole). The yield is 71.1%. RXN SMILES: [NH2:1][C:2]1[C:7]([NH2:8])=[CH:6][CH:5]=[CH:4][C:3]=1[CH3:9].[N+:10]([C:13]1[CH:20]=[CH:19][CH:18]=[CH:17][C:14]=1[CH:15]=O)([O-:12])=[O:11]>CO.O.C(O)(=O)C.CO.O.CCO.Cl.CC([O-])=O.CC([O-])=O.[Cu+2].O>[CH3:9][C:3]1[C:2]2[NH:1][C:15]([C:14]3[CH:17]=[CH:18][CH:19]=[CH:20][C:13]=3[N+:10]([O-:12])=[O:11])=[N:8][C:7]=2[CH:6]=[CH:5][CH:4]=1 |f:2.3,9.10.11.12|. Reported procedure: 2,3-Diaminotoluene (12.2 g, 0.1 mol) was dissolved in the mixture of MeOH/H2O (500 mL, v/v=1:1), acetic acid (10 mL) was added to the stirring mixture. 2-Nitrobenzaldehyde (21.1 g, 0.14 mol) in MeOH (250 mL) and Cu(OAc)2.H2O (28.0 g, 0.14 mmol) in water (250 mL) were added subsequentially to the mixture. It was then heated to reflux for 3 h under vigously stirring, a pale yellow precipitate was formed. Filtered while it was hot and washed with water to afford a gray-yellow solid. Redissolved the... Reactants: OC1=CC=CC2=CC3=CC=CC=C3N=C12 (4-hydroxyacridine), C(C)C(CN(C1=CC=C(C=C1)N)CC(CCCC)CC)CCCC (N,N-di(2-ethylhexyl)-p-phenylenediamine), C(C)O (ethanol), N (ammonia). Reagents/catalysts: [N+](=O)([O-])[O-].[Ag+] (silver nitrate). The solvent is O (water), O (water). Conditions: time 24 hour. Product: CCCCCC.C(C)(=O)OCC (hexane ethyl acetate). Yield: 12.9%. RXN SMILES: [OH:1][C:2]1[C:15]2[C:6](=CC3C(N=2)=CC=CC=3)[CH:5]=[CH:4][CH:3]=1.C(C(CCCC)CN(CC(CC)CCCC)C1C=CC(N)=CC=1)C.[CH2:40]([OH:42])[CH3:41].N>O.[N+]([O-])([O-])=O.[Ag+]>[CH3:6][CH2:15][CH2:2][CH2:3][CH2:4][CH3:5].[C:40]([O:1][CH2:2][CH3:15])(=[O:42])[CH3:41] |f:5.6,7.8|. Reported procedure: While stirring a mixture comprising 2.87 g of 4-hydroxyacridine (20), 4.89 g of N,N-di(2-ethylhexyl)-p-phenylenediamine and 100 ml of ethanol at 20° C., a solution comprising 7.48 g of silver nitrate dissolved in 33.1 ml of water was added thereto drop-by-drop. Next, with 12.5 ml of 25% ammonia solution added to the mixture, reaction was allowed to proceed at 20° C. for a period of 24 hr. After the completion of the reaction, the reacted solution was introduced into water. After extraction by et... The reactants are Fc1cccc(-c2csc(Br)n2)c1, O=C([O-])[O-], CN(C)C=O, [K+], [K+], CC(C)(C)OC(=O)N1CCNCC1, O. The product is CC(C)(C)OC(=O)N1CCN(c2nc(-c3cccc(F)c3)cs2)CC1. RXN SMILES: [Br:1][c:2]1[s:3][cH:4][c:5](-[c:7]2[cH:8][c:9]([F:13])[cH:10][cH:11][cH:12]2)[n:6]1.[C:27](=[O:28])([O-:29])[O-:30].[CH3:34][N:35]([CH3:36])[CH:37]=[O:38].[K+:31].[K+:32].[N:14]1([C:20](=[O:21])[O:22][C:23]([CH3:24])([CH3:25])[CH3:26])[CH2:15][CH2:16][NH:17][CH2:18][CH2:19]1.[OH2:33]>>[c:2]1([N:17]2[CH2:16][CH2:15][N:14]([C:20](=[O:21])[O:22][C:23]([CH3:24])([CH3:25])[CH3:26])[CH2:19][CH2:18]2)[s:3][cH:4][c:5](-[c:7]2[cH:8][c:9]([F:13])[cH:10][cH:11][cH:12]2)[n:6]1. Starting materials: O (H2O), C(#N)C1=CC=C(C=C1)B(O)O ((4-cyanophenyl)boronic acid), O1CCC(=CC1)OS(=O)(=O)C(F)(F)F (3,6-dihydro-2H-pyran-4-yltrifluoromethanesulfonate), C([O-])([O-])=O.[Na+].[Na+] (sodium carbonate). Reagents/catalysts: C=1C=CC(=CC1)[P](C=2C=CC=CC2)(C=3C=CC=CC3)[Pd]([P](C=4C=CC=CC4)(C=5C=CC=CC5)C=6C=CC=CC6)([P](C=7C=CC=CC7)(C=8C=CC=CC8)C=9C=CC=CC9)[P](C=1C=CC=CC1)(C=1C=CC=CC1)C=1C=CC=CC1 (tetrakis(triphenylphosphine)palladium(0)). Run in CO (methanol), C1(=CC=CC=C1)C (toluene). The product is O1CCC(=CC1)C1=CC=C(C#N)C=C1 (4-(3,6-dihydro-2H-pyran-4-yl)benzonitrile). The yield is 63.5%. As a reaction SMILES: [C:1]([C:3]1[CH:8]=[CH:7][C:6](B(O)O)=[CH:5][CH:4]=1)#[N:2].[O:12]1[CH2:17][CH:16]=[C:15](OS(C(F)(F)F)(=O)=O)[CH2:14][CH2:13]1.C(=O)([O-])[O-].[Na+].[Na+].O>C1C=CC([P]([Pd]([P](C2C=CC=CC=2)(C2C=CC=CC=2)C2C=CC=CC=2)([P](C2C=CC=CC=2)(C2C=CC=CC=2)C2C=CC=CC=2)[P](C2C=CC=CC=2)(C2C=CC=CC=2)C2C=CC=CC=2)(C2C=CC=CC=2)C2C=CC=CC=2)=CC=1.CO.C1(C)C=CC=CC=1>[O:12]1[CH2:13][CH:14]=[C:15]([C:6]2[CH:7]=[CH:8][C:3]([C:1]#[N:2])=[CH:4][CH:5]=2)[CH2:16][CH2:17]1 |f:2.3.4,^1:36,38,57,76|. Reported procedure: 2.2 g (15.1 mmol) of (4-cyanophenyl)boronic acid, 2.5 g (10.8 mmol) of 3,6-dihydro-2H-pyran-4-yltrifluoromethanesulfonate, 373 mg (0.32 mmol) of tetrakis(triphenylphosphine)palladium(0) and 1.59 g (15.1 mmol) of sodium carbonate were heated under reflux in a mixed solvent comprising 4 mL of H2O, 57 mL of toluene, and 17 mL of methanol for 3 hours. After the completion of the reaction, the organic solvent was distilled off under reduced pressure, H2O was added to the residue, and ethyl acetate ex... Starting materials: BrC(C(=O)OCC)(C(=O)OCC)C (diethyl 2-bromo-2-methylmalonate), ice, NC1=NC=C(C=C1O)Br (2-amino-5-bromopyridin-3-ol), [F-].[K+] (KF). Run in CN(C)C=O (DMF). Conditions: temperature 60 celsius. Yields the product BrC1=CC=2OC(C(NC2N=C1)=O)(C(=O)OCC)C (ethyl 7-bromo-2-methyl-3-oxo-3,4-dihydro-2H-pyrido[3,2-b][1,4]oxazine-2-carboxylate). The yield is 60.0%. As a reaction SMILES: [NH2:1][C:2]1[C:7]([OH:8])=[CH:6][C:5]([Br:9])=[CH:4][N:3]=1.[F-].[K+].Br[C:13]([CH3:24])([C:19](OCC)=[O:20])[C:14]([O:16][CH2:17][CH3:18])=[O:15]>CN(C=O)C>[Br:9][C:5]1[CH:4]=[N:3][C:2]2[NH:1][C:19](=[O:20])[C:13]([CH3:24])([C:14]([O:16][CH2:17][CH3:18])=[O:15])[O:8][C:7]=2[CH:6]=1 |f:1.2|. Procedure details: To an ice-cold solution of 2-amino-5-bromopyridin-3-ol (1 g, 5.29 mmol) in DMF (10 mL) was added KF (0.77 g, 13.23 mmol) followed by addition of diethyl 2-bromo-2-methylmalonate (1 mL, 5.29 mmol) and the mixture heated up to 60° C. for 4 h. After completion (by TLC), the reaction was cooled, quenched with water and extracted with EtOAc (3×100 mL). The combined organics were washed with brine, dried over anhydrous Na2SO4, filtered and concentrated under reduced pressure to obtain the desired prod...